Dataset: the Open Reaction Database (ORD), a public repository of structured organic reaction records. Task: describe an organic reaction: reactants, conditions, products, and yield The reactants are ClC1=C(C(=CC(=C1)C(F)(F)F)Cl)N1N=CC2=CC=C(C=C12)C(=O)OCC (ethyl 1-(2,6-dichloro-4-trifluoromethylphenyl)indazol-6-yl carboxylate), [N+](=O)(O)[O-] (nitric acid), ice water, resultant mixture. Run in S(O)(O)(=O)=O (sulfuric acid). Product: ClC1=C(C(=CC(=C1)C(F)(F)F)Cl)N1N=CC2=CC(=C(C=C12)C(=O)OCC)[N+](=O)[O-] (ethyl 1-(2,6-dichloro-4-trifluoromethylphenyl)-5-nitroindazol-6-yl carboxylate). Isolated yield 63.0%. RXN SMILES: [Cl:1][C:2]1[CH:7]=[C:6]([C:8]([F:11])([F:10])[F:9])[CH:5]=[C:4]([Cl:12])[C:3]=1[N:13]1[C:21]2[C:16](=[CH:17][CH:18]=[C:19]([C:22]([O:24][CH2:25][CH3:26])=[O:23])[CH:20]=2)[CH:15]=[N:14]1.[N+:27]([O-])([OH:29])=[O:28]>S(=O)(=O)(O)O>[Cl:1][C:2]1[CH:7]=[C:6]([C:8]([F:11])([F:10])[F:9])[CH:5]=[C:4]([Cl:12])[C:3]=1[N:13]1[C:21]2[C:16](=[CH:17][C:18]([N+:27]([O-:29])=[O:28])=[C:19]([C:22]([O:24][CH2:25][CH3:26])=[O:23])[CH:20]=2)[CH:15]=[N:14]1. Reported procedure: To a solution of ethyl 1-(2,6-dichloro-4-trifluoromethylphenyl)indazol-6-yl carboxylate [Compound No. 62] (3 g) in conc. sulfuric acid (20 g), fuming nitric acid (0.7 g) was added dropwise while cooling with ice, and the resultant mixture was stirred at room temperature for 3 hours. After completion of the reaction, the reaction mixture was poured into ice water, and the precipitated crystals were collected by filtration, washed and dried. The crystals were purified by silica gel column chromato... Starting materials: OCCBr, CN(C)C=O, CSc1nc(=O)[nH]cc1F, [K]. Yields the product CSc1nc(=O)n(CCO)cc1F. RXN SMILES: [CH2:1]([CH2:2][OH:3])[Br:4].[CH3:16][N:17]([CH3:18])[CH:19]=[O:20].[CH3:6][S:7][c:8]1[n:9][c:10](=[O:15])[nH:11][cH:12][c:13]1[F:14].[K:5]>>[CH2:1]([CH2:2][OH:3])[n:11]1[c:10](=[O:15])[n:9][c:8]([S:7][CH3:6])[c:13]([F:14])[cH:12]1.